Dataset: the Open Reaction Database (ORD), a public repository of structured organic reaction records. Task: describe an organic reaction: reactants, conditions, products, and yield The reactants are OCc1ccc(Br)cc1Cl, BrC(Br)(Br)Br, ClCCl, c1ccc(P(c2ccccc2)c2ccccc2)cc1. Yields the product Clc1cc(Br)ccc1CBr. Reaction SMILES: [Br:1][c:2]1[cH:3][c:4]([Cl:10])[c:5]([CH2:8][OH:9])[cH:6][cH:7]1.[C:11]([Br:12])([Br:13])([Br:14])[Br:15].[Cl:35][CH2:36][Cl:37].[c:16]1([P:17]([c:18]2[cH:19][cH:20][cH:21][cH:22][cH:23]2)[c:24]2[cH:25][cH:26][cH:27][cH:28][cH:29]2)[cH:30][cH:31][cH:32][cH:33][cH:34]1>>[Br:1][c:2]1[cH:3][c:4]([Cl:10])[c:5]([CH2:8][Br:12])[cH:6][cH:7]1. Starting materials: CCO, CCNC(=O)c1ccc(-n2nnc(C(=O)NC3CC3)c2CCCN2C(=O)c3ccccc3C2=O)cc1, NN, O. Product: CCNC(=O)c1ccc(-n2nnc(C(=O)NC3CC3)c2CCCN)cc1. As a reaction SMILES: [CH3:40][CH2:41][OH:42].[CH:1]1([NH:4][C:5](=[O:6])[c:7]2[n:8][n:9][n:10](-[c:26]3[cH:27][cH:28][c:29]([C:32](=[O:33])[NH:34][CH2:35][CH3:36])[cH:30][cH:31]3)[c:11]2[CH2:12][CH2:13][CH2:14][N:15]2[C:16](=[O:17])[c:18]3[c:19]([cH:20][cH:21][cH:22][cH:23]3)[C:24]2=[O:25])[CH2:2][CH2:3]1.[NH2:38][NH2:39].[OH2:37]>>[CH:1]1([NH:4][C:5](=[O:6])[c:7]2[n:8][n:9][n:10](-[c:26]3[cH:27][cH:28][c:29]([C:32](=[O:33])[NH:34][CH2:35][CH3:36])[cH:30][cH:31]3)[c:11]2[CH2:12][CH2:13][CH2:14][NH2:15])[CH2:2][CH2:3]1. Starting materials: Cl.C1(CC1)COC1=C(C=C(C(=C1)F)OC)C1=C2C(=NC=C1)C(=C(N2)C)C(=O)N[C@H]2[C@@H](CNCC2)O (7-[2-(cyclopropylmethoxy)-4-fluoro-5-methoxyphenyl]-N-[(3R*,4R*)-3-hydroxypiperidin-4-yl]-2-methyl-1H-pyrrolo[3,2-b]pyridine-3-carboxamide hydrochloride), COCC(=O)Cl (methoxy-acetyl chloride). The product is C1(CC1)COC1=C(C=C(C(=C1)F)OC)C1=C2C(=NC=C1)C(=C(N2)C)C(=O)N[C@H]2[C@@H](CN(CC2)C(COC)=O)O (7-[2-(Cyclopropylmethoxy)-4-fluoro-5-methoxyphenyl]-N-[(3R*,4R*)-3-hydroxy-1-(methoxyacetyl)piperidin-4-yl]-2-methyl-1H-pyrrolo[3,2-b]pyridine-3-carboxamide). Reaction SMILES: Cl.[CH:2]1([CH2:5][O:6][C:7]2[CH:12]=[C:11]([F:13])[C:10]([O:14][CH3:15])=[CH:9][C:8]=2[C:16]2[CH:21]=[CH:20][N:19]=[C:18]3[C:22]([C:26]([NH:28][C@@H:29]4[CH2:34][CH2:33][NH:32][CH2:31][C@H:30]4[OH:35])=[O:27])=[C:23]([CH3:25])[NH:24][C:17]=23)[CH2:4][CH2:3]1.[CH3:36][O:37][CH2:38][C:39](Cl)=[O:40]>>[CH:2]1([CH2:5][O:6][C:7]2[CH:12]=[C:11]([F:13])[C:10]([O:14][CH3:15])=[CH:9][C:8]=2[C:16]2[CH:21]=[CH:20][N:19]=[C:18]3[C:22]([C:26]([NH:28][C@@H:29]4[CH2:34][CH2:33][N:32]([C:39](=[O:40])[CH2:38][O:37][CH3:36])[CH2:31][C@H:30]4[OH:35])=[O:27])=[C:23]([CH3:25])[NH:24][C:17]=23)[CH2:4][CH2:3]1 |f:0.1|. Procedure: Starting from 7-[2-(cyclopropylmethoxy)-4-fluoro-5-methoxyphenyl]-N-[(3R*,4R*)-3-hydroxypiperidin-4-yl]-2-methyl-1H-pyrrolo[3,2-b]pyridine-3-carboxamide hydrochloride (example D.f25) and commercially available methoxy-acetyl chloride the title compound is obtained as colorless solid. The reactants are [OH-].[K+] (KOH), OCCCCCO (HO(CH2)5OH), O1CCOCC1 (dioxane), C1(=CC=CC=C1)COCC(C)OS(=O)(=O)C1=CC=C(C)C=C1 (PhCH2OCH2CH(CH3)OTs), O1CCOCC1 (dioxane), [OH-].[K+] (KOH). Solvent: O (water). Run at temperature 80 celsius, time 20 hour. Product: C1(=CC=CC=C1)COCC(C)OCCCCCO (PhCH2OCH2CH(CH3)O(CH2)5OH). The yield is 37.1%. As a reaction SMILES: [OH-].[K+].[OH:3][CH2:4][CH2:5][CH2:6][CH2:7][CH2:8][OH:9].O1CCOCC1.[C:16]1([CH2:22][O:23][CH2:24][CH:25](OS(C2C=CC(C)=CC=2)(=O)=O)[CH3:26])[CH:21]=[CH:20][CH:19]=[CH:18][CH:17]=1>O>[C:16]1([CH2:22][O:23][CH2:24][CH:25]([O:3][CH2:4][CH2:5][CH2:6][CH2:7][CH2:8][OH:9])[CH3:26])[CH:21]=[CH:20][CH:19]=[CH:18][CH:17]=1 |f:0.1|. Procedure details: Into another flask, KOH (25.8 g), HO(CH2)5OH (47.9 g) and dioxane (200 ml) were charged and stirred at 90° C. until KOH was dissolved. Then, from a dropping funnel, PhCH2OCH2CH(CH3)OTs (71.2 g) and dioxane (75 ml) were added at 90° C. over a period of 20 minutes. After further stirring at 80° C. for 20 hours, water (350 ml) was added. Extraction with dichloromethane (100 ml) was carried out three times, and the extracted organic phase was washed with water (150 ml), then dried over anhydrous mag... Reactants: ClC=1C=C(C=C(C1)Cl)N1[C@H](N([C@@H](C1=O)C)C(C(F)(F)F)=O)C(C)C ((2S,5R)-3-(3,5-dichloro-phenyl)-2-isopropyl-5-methyl-1-(2,2,2-trifluoro-acetyl)-imidazolidin-4-one), FC(OC1=CC=C(CBr)C=C1)(F)F (4-trifluoromethoxybenzyl bromide), C[Si](C)(C)[N-][Si](C)(C)C.[Li+] (lithium bis(trimethylsilyl)amide), O.C1(=CC=C(C=C1)S(=O)(=O)O)C (4-toluenesulfonic acid monohydrate), [OH-].[K+] (potassium hydroxide), [Cl-].[NH4+] (ammonium chloride), OS(=O)(=O)O (H2SO4). Solvent: C1CCOC1 (THF), CC(C)O (2-propanol), CCOC(=O)C (EtOAc). Reaction conditions: temperature 50 celsius, time 30 minute. Yields the product N[C@](C(=O)NC1=CC(=CC(=C1)Cl)Cl)(C)CC1=CC=C(C=C1)OC(F)(F)F ((R)-2-amino-2-(4-trifluoromethoxybenzyl)-N-(3,5-dichlorophenyl)propionamide). RXN SMILES: [Cl:1][C:2]1[CH:3]=[C:4]([N:9]2[C:13](=[O:14])[C@@H:12]([CH3:15])[N:11](C(=O)C(F)(F)F)[C@@H]2C(C)C)[CH:5]=[C:6]([Cl:8])[CH:7]=1.[F:25][C:26]([F:37])([F:36])[O:27][C:28]1[CH:35]=[CH:34][C:31]([CH2:32]Br)=[CH:30][CH:29]=1.C[Si]([N-][Si](C)(C)C)(C)C.[Li+].[Cl-].[NH4+].[OH-].[K+].OS(O)(=O)=O.O.C1(C)C=CC(S(O)(=O)=O)=CC=1>C1COCC1.CC(O)C.CCOC(C)=O>[NH2:11][C@@:12]([CH2:32][C:31]1[CH:34]=[CH:35][C:28]([O:27][C:26]([F:37])([F:36])[F:25])=[CH:29][CH:30]=1)([CH3:15])[C:13]([NH:9][C:4]1[CH:5]=[C:6]([Cl:8])[CH:7]=[C:2]([Cl:1])[CH:3]=1)=[O:14] |f:2.3,4.5,6.7,9.10|. Procedure: To a solution of (2S,5R)-3-(3,5-dichloro-phenyl)-2-isopropyl-5-methyl-1-(2,2,2-trifluoro-acetyl)-imidazolidin-4-one (50.0 g, 130.0 mmol) and 4-trifluoromethoxybenzyl bromide (33.94 g, 133.0 mmol) in THF (200 mL) was added lithium bis(trimethylsilyl)amide (136.5 mL of 1.0 M solution in THF, 136.5 mmol) at 0° C. over 20 min keeping the internal temperature below 0° C. The resulting mixture was stirred at for 30 min. 10% Aqueous ammonium chloride (160 mL) and EtOAc (100 mL) were added. The layers w... Starting materials: CCOc1cc(C=O)ccc1OC, CCO, [K+], [K+], O=C([O-])[O-], CCC(C#N)(CC)O[PH](=O)[O-]. The product is CCOc1cc(C=CC#N)ccc1OC. Reaction SMILES: [CH2:1]([CH3:2])[O:3][c:4]1[cH:5][c:6]([CH:7]=[O:8])[cH:9][cH:10][c:11]1[O:12][CH3:13].[CH3:31][CH2:32][OH:33].[K+:14].[K+:15].[O-:16][C:17]([O-:18])=[O:19].[PH:20](=[O:21])([O-:25])[O:26][C:22]([C:23]#[N:24])([CH2:27][CH3:28])[CH2:29][CH3:30]>>[CH2:1]([CH3:2])[O:3][c:4]1[cH:5][c:6]([CH:7]=[CH:22][C:23]#[N:24])[cH:9][cH:10][c:11]1[O:12][CH3:13]. The reactants are IC1=CC=C(C#N)C=C1 (4-iodobenzonitrile), C1(=CC=CC=C1)P(C1=CC=CC=C1)C1=CC=CC=C1 (triphenylphosphine), C(C#C)O (propargyl alcohol), C(C)(C)N(CC)C(C)C (diisopropylethylamine). Reagents/catalysts: [Cu]I (copper(I) iodide), C1=CC=C(C=C1)/C=C/C(=O)/C=C/C2=CC=CC=C2.C1=CC=C(C=C1)/C=C/C(=O)/C=C/C2=CC=CC=C2.C1=CC=C(C=C1)/C=C/C(=O)/C=C/C2=CC=CC=C2.C(Cl)(Cl)Cl.[Pd].[Pd] (tris(dibenzylideneacetone)dipalladium(0) chloroform adduct). The solvent is [Cl-].[Na+].O (brine), O1CCCC1 (tetrahydrofuran). Run at time 23 hour. Product: C(#N)C1=CC=C(C=C1)C#CCO (3-(4-cyanophenyl)-2-propyne-1-ol). As a reaction SMILES: I[C:2]1[CH:9]=[CH:8][C:5]([C:6]#[N:7])=[CH:4][CH:3]=1.C1(P(C2C=CC=CC=2)C2C=CC=CC=2)C=CC=CC=1.[CH2:29]([OH:32])[C:30]#[CH:31].C(N(C(C)C)CC)(C)C>[Cl-].[Na+].O.[Cu]I.C1C=CC(/C=C/C(/C=C/C2C=CC=CC=2)=O)=CC=1.C1C=CC(/C=C/C(/C=C/C2C=CC=CC=2)=O)=CC=1.C1C=CC(/C=C/C(/C=C/C2C=CC=CC=2)=O)=CC=1.C(Cl)(Cl)Cl.[Pd].[Pd].O1CCCC1>[C:6]([C:5]1[CH:8]=[CH:9][C:2]([C:31]#[C:30][CH2:29][OH:32])=[CH:3][CH:4]=1)#[N:7] |f:4.5.6,8.9.10.11.12.13|. Procedure details: A mixture of 4-iodobenzonitrile (10.0 g), copper(I) iodide (166 mg), triphenylphosphine (572 mg), tris(dibenzylideneacetone)dipalladium(0) chloroform adduct (904 mg), propargyl alcohol (2.83 ml), diisopropylethylamine (30.5 ml) and tetrahydrofuran (170 ml) was stirred at room temperature for 23 hr. The reaction mixture was added to brine, and the mixture was extracted with ethyl acetate, washed with saturated brine, and dried over anhydrous magnesium sulfate. The solvent was evaporated under red...